From a dataset of the Open Reaction Database (ORD), a public repository of structured organic reaction records. describe an organic reaction: reactants, conditions, products, and yield As a reaction SMILES: [C:1]([CH3:2])([CH3:3])([CH3:4])[O:5][C:6](=[O:7])[N:8]1[CH2:9][CH2:10][N:11]([S:14](=[O:15])(=[O:16])[CH2:17][CH2:18][CH2:19][Cl:20])[CH2:12][CH2:13]1.[C:27](=[O:28])([OH:29])[O-:30].[CH3:22][C:23]([O-:24])=[O:25].[CH3:32][N:33]([CH3:34])[CH:35]=[O:36].[CH3:37][CH2:38][O:39][C:40](=[O:41])[CH3:42].[K+:21].[Na+:31].[OH2:26]>>[C:1]([CH3:2])([CH3:3])([CH3:4])[O:5][C:6](=[O:7])[N:8]1[CH2:9][CH2:10][N:11]([S:14](=[O:15])(=[O:16])[CH2:17][CH2:18][CH2:19][OH:24])[CH2:12][CH2:13]1. Reactants: CC(C)(C)OC(=O)N1CCN(S(=O)(=O)CCCCl)CC1, O=C([O-])O, CC(=O)[O-], CN(C)C=O, CCOC(C)=O, [K+], [Na+], O. Yields the product CC(C)(C)OC(=O)N1CCN(S(=O)(=O)CCCO)CC1. The reactants are COc1cc2sc3ccc(Br)cc3n3cc(Cc4cccnc4)c(=O)c(c1)c23, C1CCOC1, CI, CS(C)=O, O. Product: COc1cc2sc3ccc(Br)cc3n3cc(C)c(=O)c(c1)c23. RXN SMILES: [Br:6][c:7]1[cH:8][c:9]2[n:10]3[c:11]4[c:12]([cH:13][c:14]([O:21][CH3:22])[cH:15][c:16]4[s:17][c:18]2[cH:19][cH:20]1)[c:23](=[O:33])[c:24]([CH2:26][c:27]1[cH:28][n:29][cH:30][cH:31][cH:32]1)[cH:25]3.[CH2:1]1[O:2][CH2:3][CH2:4][CH2:5]1.[CH3:34][I:35].[CH3:36][S:37]([CH3:38])=[O:39].[OH2:40]>>[Br:6][c:7]1[cH:8][c:9]2[n:10]3[c:11]4[c:12]([cH:13][c:14]([O:21][CH3:22])[cH:15][c:16]4[s:17][c:18]2[cH:19][cH:20]1)[c:23](=[O:33])[c:24]([CH3:26])[cH:25]3. Product: C(C)(C)NCC1=NC(=NO1)C=1N=CN2C1CN(C(C1=C2C=CC=C1)=O)C (3-(5-isopropylaminomethyl-1,2,4-oxadiazol-3-yl)-5-methyl-5,6-dihydro-4H-imidazo[1,5-a][1,4]benzodiazepin-6-one). Run in CN(C=O)C (N,N-dimethylformamide). The reactants are ClCC1=NC(=NO1)C=1N=CN2C1CN(C(C1=C2C=CC=C1)=O)C (3-(5-chloromethyl-1,2,4-oxadiazol-3-yl)-5-methyl-5,6-dihydro-4H-imidazo[1,5-a][1,4]benzodiazepin-6-one), C(C)(C)N (isopropylamine). The yield is 67.3%. Reported procedure: 3.30 g (10 mmol) of 3-(5-chloromethyl-1,2,4-oxadiazol-3-yl)-5-methyl-5,6-dihydro-4H-imidazo[1,5-a][1,4]benzodiazepin-6-one were stirred at room temperature for 2.5 hours with 3 g (50 mmol) of isopropylamine and 20 ml of N,N-dimethylformamide. After evaporating the solvent the residue was dissolved in methylene chloride and the solution was washed twice with water. The organic solution was dried over magnesium sulfate and concentrated. By recrystallizing the residue from ethyl acetate there were ... Reaction SMILES: Cl[CH2:2][C:3]1[O:7][N:6]=[C:5]([C:8]2[N:9]=[CH:10][N:11]3[C:17]4[CH:18]=[CH:19][CH:20]=[CH:21][C:16]=4[C:15](=[O:22])[N:14]([CH3:23])[CH2:13][C:12]=23)[N:4]=1.[CH:24]([NH2:27])([CH3:26])[CH3:25]>CN(C)C=O>[CH:24]([NH:27][CH2:2][C:3]1[O:7][N:6]=[C:5]([C:8]2[N:9]=[CH:10][N:11]3[C:17]4[CH:18]=[CH:19][CH:20]=[CH:21][C:16]=4[C:15](=[O:22])[N:14]([CH3:23])[CH2:13][C:12]=23)[N:4]=1)([CH3:26])[CH3:25]. RXN SMILES: [Br-:25].[C:19](=[O:20])([O-:21])[O-:22].[CH3:26][CH2:27][CH2:28][CH2:29][N+:30]([CH2:31][CH2:32][CH2:33][CH3:34])([CH2:35][CH2:36][CH2:37][CH3:38])[CH2:39][CH2:40][CH2:41][CH3:42].[Cl:11][CH2:12][CH2:13][C:14](=[O:15])[O:16][CH2:17][CH3:18].[K+:23].[K+:24].[NH2:1][c:2]1[cH:3][c:4]2[c:8]([cH:9][cH:10]1)[CH2:7][CH2:6][CH2:5]2>>[NH:1]([c:2]1[cH:3][c:4]2[c:8]([cH:9][cH:10]1)[CH2:7][CH2:6][CH2:5]2)[CH2:12][CH2:13][C:14](=[O:15])[O:16][CH2:17][CH3:18]. Reactants: [Br-], O=C([O-])[O-], CCCC[N+](CCCC)(CCCC)CCCC, CCOC(=O)CCCl, [K+], [K+], Nc1ccc2c(c1)CCC2. Product: CCOC(=O)CCNc1ccc2c(c1)CCC2. Reactants: [BH4-], CO, CC(=O)NCc1ccc2c(C=O)cn(C3CCN(CCc4ccc(F)cc4)CC3)c2c1, [Na+]. Yields the product CC(=O)NCc1ccc2c(CO)cn(C3CCN(CCc4ccc(F)cc4)CC3)c2c1. Reaction SMILES: [BH4-:1].[CH3:34][OH:35].[F:3][c:4]1[cH:5][cH:6][c:7]([CH2:8][CH2:9][N:10]2[CH2:11][CH2:12][CH:13]([n:16]3[cH:17][c:18]([CH:30]=[O:31])[c:19]4[cH:20][cH:21][c:22]([CH2:25][NH:26][C:27]([CH3:28])=[O:29])[cH:23][c:24]34)[CH2:14][CH2:15]2)[cH:32][cH:33]1.[Na+:2]>>[F:3][c:4]1[cH:5][cH:6][c:7]([CH2:8][CH2:9][N:10]2[CH2:11][CH2:12][CH:13]([n:16]3[cH:17][c:18]([CH2:30][OH:31])[c:19]4[cH:20][cH:21][c:22]([CH2:25][NH:26][C:27]([CH3:28])=[O:29])[cH:23][c:24]34)[CH2:14][CH2:15]2)[cH:32][cH:33]1.